describe an organic reaction: reactants, conditions, products, and yield From a dataset of the Open Reaction Database (ORD), a public repository of structured organic reaction records. The reactants are NC=1SC2=C(C=NNC2=O)N1 (2-amino-6H-thiazolo[4,5-d]pyridazin-7-one), N(=O)[O-].[Na+] (sodium nitrite), Cl (hydrochloric acid). Solvent: O (water). Reaction conditions: time 30 minute. Product: ClC=1SC2=C(C=NNC2=O)N1 (2-chloro-6H-thiazolo[4,5-d]pyridazin-7-one). As a reaction SMILES: N[C:2]1[S:3][C:4]2[C:9](=[O:10])[NH:8][N:7]=[CH:6][C:5]=2[N:11]=1.N([O-])=O.[Na+].[ClH:16]>O>[Cl:16][C:2]1[S:3][C:4]2[C:9](=[O:10])[NH:8][N:7]=[CH:6][C:5]=2[N:11]=1 |f:1.2|. Reported procedure: The compound (822 mg) obtained in Step 5 was suspended in 6N aqueous hydrochloric acid solution (6.6 ml), and sodium nitrite (1.69 g) was added in several portions at room temperature. After stirring the obtained suspension at room temperature for 30 min, the reaction mixture was diluted with water, and the solid was collected by filtration, washed with water and a small amount of acetone, and dried to give the title compound (770 mg). Reactants: COc1ccc(N2C(=O)N(c3ccccc3)c3nc(Nc4ccccc4)ncc3C2C)cc1, CC(=O)OC(C)=O, CN(C)c1ccncc1, c1ccncc1. Product: COc1ccc(N2C(=O)N(c3ccccc3)c3nc(N(C(C)=O)c4ccccc4)ncc3C2C)cc1. As a reaction SMILES: [CH3:1][O:2][c:3]1[cH:4][cH:5][c:6]([N:9]2[C:10](=[O:33])[N:11]([c:27]3[cH:28][cH:29][cH:30][cH:31][cH:32]3)[c:12]3[n:13][c:14]([NH:20][c:21]4[cH:22][cH:23][cH:24][cH:25][cH:26]4)[n:15][cH:16][c:17]3[CH:18]2[CH3:19])[cH:7][cH:8]1.[CH3:34][C:35](=[O:36])[O:37][C:38](=[O:39])[CH3:40].[CH3:47][N:48]([CH3:49])[c:50]1[cH:51][cH:52][n:53][cH:54][cH:55]1.[cH:41]1[cH:42][cH:43][n:44][cH:45][cH:46]1>>[CH3:1][O:2][c:3]1[cH:4][cH:5][c:6]([N:9]2[C:10](=[O:33])[N:11]([c:27]3[cH:28][cH:29][cH:30][cH:31][cH:32]3)[c:12]3[n:13][c:14]([N:20]([c:21]4[cH:22][cH:23][cH:24][cH:25][cH:26]4)[C:35]([CH3:34])=[O:36])[n:15][cH:16][c:17]3[CH:18]2[CH3:19])[cH:7][cH:8]1. Starting materials: ClC1=CC=C(C=C1)C1=C(C(OC1)=O)C1=CC=C(C#N)C=C1 (4-(4-(4-chlorophenyl)-2-oxo-2,5-dihydrofuran-3-yl)benzonitrile), N(=NC(=O)OC(C)(C)C)C(=O)OC(C)(C)C (di-tert-butyl azo-dicarboxylate), solution, Cl (HCl), CC(=O)[O-].[Na+] (NaOAc). Reagents/catalysts: C1CCC2=NCCCN2CC1 (DBU). Solvent: C(Cl)Cl (CH2Cl2), C(Cl)Cl (CH2Cl2), CC#N (CH3CN), O1CCOCC1 (dioxane), CC#N (CH3CN), CO (MeOH). Reaction conditions: time 20 minute. Yields the product ClC1=CC=C(C=C1)C1=C(C(NN=C1)=O)C1=CC=C(C#N)C=C1 (4-(5-(4-chlorophenyl)-3-oxo-2,3-dihydropyridazin-4-yl)benzonitrile). The yield is 74.1%. Reaction SMILES: [Cl:1][C:2]1[CH:7]=[CH:6][C:5]([C:8]2[CH2:12][O:11][C:10](=O)[C:9]=2[C:14]2[CH:21]=[CH:20][C:17]([C:18]#[N:19])=[CH:16][CH:15]=2)=[CH:4][CH:3]=1.[N:22](C(OC(C)(C)C)=O)=[N:23]C(OC(C)(C)C)=O.Cl.CC([O-])=O.[Na+]>C(Cl)Cl.O1CCOCC1.CC#N.CO.C1CCN2C(=NCCC2)CC1>[Cl:1][C:2]1[CH:7]=[CH:6][C:5]([C:8]2[CH:12]=[N:23][NH:22][C:10](=[O:11])[C:9]=2[C:14]2[CH:21]=[CH:20][C:17]([C:18]#[N:19])=[CH:16][CH:15]=2)=[CH:4][CH:3]=1 |f:3.4|. Reported procedure: To a stirred solution of 4-(4-(4-chlorophenyl)-2-oxo-2,5-dihydrofuran-3-yl)benzonitrile (58.2 g, 196.81 mmol) in CH2Cl2(300 mL) was added DBU (1.55 mL, 10.36 mmol) at room temperature under argon followed by the slow addition of a solution of di-tert-butyl azo-dicarboxylate (98%, 46.24 g, 196.8 mmol) in CH2Cl2 (100 mL) over 20 min. The reaction mixture was stirred at room temperature for 20 min. After this time, CH3CN (200 mL) was added to the reaction mixture followed by the addition of 4.0 M s...